From a dataset of the Open Reaction Database (ORD), a public repository of structured organic reaction records. describe an organic reaction: reactants, conditions, products, and yield Reactants: COC=1C=C(C=CC1)[C@@H]1[C@H](NC(O1)=O)C1=CC(=CC=C1)C#CC1=CC=CC=C1 ((+)-(4R,5R)-5-(3-methoxyphenyl)-4-(3-(phenylethynyl)phenyl)oxazolidin-2-one), BrC=1C=C(C=CC1)[C@@H]1NC(O[C@H]1C1=CC(=CC=C1)OC)=O ((−)-(4S,5S)-4-(3-bromophenyl)-5-(3-methoxyphenyl)oxazolidin-2-one), C1(=CC=CC=C1)C#C (phenylacetylene). The product is COC=1C=C(C=CC1)[C@H]1[C@@H](NC(O1)=O)C1=CC(=CC=C1)C#CC1=CC=CC=C1 ((4S,5S)-5-(3-Methoxyphenyl)-4-(3-(phenylethynyl)phenyl)oxazolidin-2-one). As a reaction SMILES: [CH3:1][O:2][C:3]1[CH:4]=[C:5]([C@H:9]2[O:13][C:12](=[O:14])[NH:11][C@@H:10]2[C:15]2[CH:20]=[CH:19][CH:18]=[C:17]([C:21]#[C:22][C:23]3[CH:28]=[CH:27][CH:26]=[CH:25][CH:24]=3)[CH:16]=2)[CH:6]=[CH:7][CH:8]=1.BrC1C=C([C@H]2[C@H](C3C=CC=C(OC)C=3)OC(=O)N2)C=CC=1.C1(C#C)C=CC=CC=1>>[CH3:1][O:2][C:3]1[CH:4]=[C:5]([C@@H:9]2[O:13][C:12](=[O:14])[NH:11][C@H:10]2[C:15]2[CH:20]=[CH:19][CH:18]=[C:17]([C:21]#[C:22][C:23]3[CH:28]=[CH:27][CH:26]=[CH:25][CH:24]=3)[CH:16]=2)[CH:6]=[CH:7][CH:8]=1. Procedure details: Prepared according to the same procedure as (+)-(4R,5R)-5-(3-methoxyphenyl)-4-(3-(phenylethynyl)phenyl)oxazolidin-2-one, starting with (−)-(4S,5S)-4-(3-bromophenyl)-5-(3-methoxyphenyl)oxazolidin-2-one and phenylacetylene. 1H-NMR (CDCl3, 500 MHz) δ 7.56 (m, 4H), 7.36-7.45 (m, 4H), 7.34 (m, 1H), 7.30 (m, 1H), 6.92-6.98 (m, 1H), 6.85-6.90 (m, 2H), 5.93 (bs, 1H), 5.31 (d, J=7.3, 1H), 4.78 (d, J=7.3, 1H), 3.84 (s, 3H). 13C-NMR (CDCl3, 126 MHz) δ 160.2, 158.6, 138.92, 138.85, 132.3, 131.8, 130.2, 129.... Starting materials: C1(=CC=CC=C1)C(C#N)(CCN1CC2CCC(C1)CC2)C2=CC=CC=C2 (2,2-diphenyl-4-(3-azabicyclo[3.2.2]non-3-yl)butyronitrile), [Cl-].[Li+] (lithium chloride), [N-]=[N+]=[N-].[Na+] (sodium azide), [Cl-].[NH4+] (ammonium chloride). Run in CN(C=O)C (dimethylformamide). The product is C1(=CC=CC=C1)C(CCN1CC2CCC(C1)CC2)(C2=CC=CC=C2)C2=NN=NN2 (5-[1,1-diphenyl-3-(3-azabicyclo[3.2.2]non-3-yl)propyl]-1H-tetrazole). Reaction SMILES: [C:1]1([C:7]([C:21]2[CH:26]=[CH:25][CH:24]=[CH:23][CH:22]=2)([CH2:10][CH2:11][N:12]2[CH2:18][CH:17]3[CH2:19][CH2:20][CH:14]([CH2:15][CH2:16]3)[CH2:13]2)[C:8]#[N:9])[CH:6]=[CH:5][CH:4]=[CH:3][CH:2]=1.[N-:27]=[N+:28]=[N-:29].[Na+].[Cl-].[NH4+].[Cl-].[Li+]>CN(C)C=O>[C:21]1([C:7]([C:8]2[NH:29][N:28]=[N:27][N:9]=2)([C:1]2[CH:2]=[CH:3][CH:4]=[CH:5][CH:6]=2)[CH2:10][CH2:11][N:12]2[CH2:18][CH:17]3[CH2:16][CH2:15][CH:14]([CH2:20][CH2:19]3)[CH2:13]2)[CH:26]=[CH:25][CH:24]=[CH:23][CH:22]=1 |f:1.2,3.4,5.6|. Procedure details: 36 Parts of 2,2-diphenyl-4-(3-azabicyclo[3.2.2]non-3-yl)butyronitrile (U.S. Pat. No. 3,318,864), 9.8 parts of sodium azide, 8.06 parts of ammonium chloride, and 0.15 part of lithium chloride are placed in 50 parts by volume of dimethylformamide and heated at 125° for 12 hours. The solution is cooled and a white solid is filtered off. The solid is washed with dimethylformamide and water and then dried. This procedure provides 5-[1,1-diphenyl-3-(3-azabicyclo[3.2.2]non-3-yl)propyl]-1H-tetrazole mel... Conditions: time 3 hour. The reactants are C(C)OP(=O)(CC1=CC=CC=C1)C(OCC)OCC (diethoxymethyl(benzyl)phosphinic acid ethyl ester), C(C)OC(=O)Cl (chloroformic acid ethyl ester). Product: C(C)OP(=O)CC1=CC=CC=C1 (benzylphosphinic acid ethyl ester), 96. Procedure: A suspension of 128 g of diethoxymethyl(benzyl)phosphinic acid ethyl ester in 400 ml of hydrochloric acid is heated under reflux for 20 hours, cooled to room temperature, washed with diethyl ether/hexane (1:1) and concentrated to dryness by evaporation. The residue is taken up in dichloromethane, dried over sodium sulfate and again concentrated by evaporation. The viscous benzylphosphinic acid that remains is then dried under a high vacuum. 13.34 g of benzylphosphinic acid are dissolved in 150 m... Solvent: ClCCl (dichloromethane), Cl (hydrochloric acid). Reaction SMILES: [CH2:1]([O:3][P:4](C(OCC)OCC)([CH2:6][C:7]1[CH:12]=[CH:11][CH:10]=[CH:9][CH:8]=1)=[O:5])[CH3:2].C(OC(Cl)=O)C>Cl.ClCCl>[CH2:1]([O:3][PH:4]([CH2:6][C:7]1[CH:12]=[CH:11][CH:10]=[CH:9][CH:8]=1)=[O:5])[CH3:2]. Starting materials: CCOC(=O)C (EtOAc), FC(S(=O)(=O)OC=1C2=C(N=C(N1)N)N(C(S2)=O)[C@@H]2O[C@@H](C[C@H]2OS(=O)(=O)C(F)(F)F)CO[Si](C)(C)C(C)(C)C)(F)F ([5-amino-3-[(2R,3R,5S)-5-[[tert-butyl(dimethyl)silyl]oxymethyl]-3-(trifluoromethylsulfonyloxy)tetrahydrofuran-2-yl]-2-oxo-thiazolo[4,5-d]pyrimidin-7-yl] trifluoromethanesulfonate), FC(S(=O)(=O)OC=1C2=C(N=C(N1)N)N(C(S2)=O)[C@@H]2O[C@@H](C[C@H]2OS(=O)(=O)C(F)(F)F)CO[Si](C)(C)C(C)(C)C)(F)F ([5-amino-3-[(2R,3R,5S)-5-[[tert-butyl(dimethyl)silyl]oxymethyl]-3-(trifluoromethylsulfonyloxy)tetrahydrofuran-2-yl]-2-oxo-thiazolo[4,5-d]pyrimidin-7-yl] trifluoromethanesulfonate), [C-]#N.[Na+] (sodium cyanide). The solvent is CN(C)C=O (DMF). Reaction conditions: time 2 hour. The product is NC=1NC(C2=C(N1)N(C(S2)=O)[C@@H]2O[C@@H](C[C@H]2C#N)CO[Si](C)(C)C(C)(C)C)=O ((2R,3S,5S)-2-(5-amino-2,7-dioxo-6H-thiazolo[4,5-d]pyrimidin-3-yl)-5-[[tert-butyl(dimethyl)silyl]oxymethyl]tetrahydrofuran-3-carbonitrile). Yield: 118.0%. Reaction SMILES: FC(F)(F)S([O:6][C:7]1[C:8]2[S:16][C:15](=[O:17])[N:14]([C@H:18]3[C@H:22](OS(C(F)(F)F)(=O)=O)[CH2:21][C@@H:20]([CH2:31][O:32][Si:33]([C:36]([CH3:39])([CH3:38])[CH3:37])([CH3:35])[CH3:34])[O:19]3)[C:9]=2[N:10]=[C:11]([NH2:13])[N:12]=1)(=O)=O.[C-:42]#[N:43].[Na+].CCOC(C)=O>CN(C=O)C>[NH2:13][C:11]1[NH:12][C:7](=[O:6])[C:8]2[S:16][C:15](=[O:17])[N:14]([C@H:18]3[C@H:22]([C:42]#[N:43])[CH2:21][C@@H:20]([CH2:31][O:32][Si:33]([C:36]([CH3:38])([CH3:39])[CH3:37])([CH3:34])[CH3:35])[O:19]3)[C:9]=2[N:10]=1 |f:1.2|. Procedure: To a stirred solution of [5-amino-3-[(2R,3R,5S)-5-[[tert-butyl(dimethyl)silyl]oxymethyl]-3-(trifluoromethylsulfonyloxy)tetrahydrofuran-2-yl]-2-oxo-thiazolo[4,5-d]pyrimidin-7-yl] trifluoromethanesulfonate (compound 38g, crude, 120 mg, 0.2 mmol) in DMF (2 mL) was added sodium cyanide (100 mg, 2.3 mmol). After being stirred at room temperature for 2 hours, the resulting solution was diluted by EtOAc, washed with brine, dried over Na2SO4 and concentrated in vacuo to afford 100 mg crude product of (2... Reactants: CC(OC1CCC2C(n3cnnc3)CC1(c1ccccc1)N2Cc1ccccc1)c1cc(C(F)(F)F)cc(C(F)(F)F)c1, CO, CCOCC, Cl, [OH-], [OH-], [Pd+2]. The product is Cl, CC(OC1CCC2NC1(c1ccccc1)CC2n1cnnc1)c1cc(C(F)(F)F)cc(C(F)(F)F)c1. RXN SMILES: [CH2:1]([c:2]1[cH:3][cH:4][cH:5][cH:6][cH:7]1)[N:8]1[C:9]2([c:38]3[cH:39][cH:40][cH:41][cH:42][cH:43]3)[CH:10]([O:21][CH:22]([CH3:23])[c:24]3[cH:25][c:26]([C:34]([F:35])([F:36])[F:37])[cH:27][c:28]([C:30]([F:31])([F:32])[F:33])[cH:29]3)[CH2:11][CH2:12][CH:13]1[CH:14]([n:16]1[cH:17][n:18][n:19][cH:20]1)[CH2:15]2.[CH3:45][OH:46].[CH3:47][CH2:48][O:49][CH2:50][CH3:51].[ClH:44].[OH-:52].[OH-:54].[Pd+2:53]>>[ClH:44].[NH:8]1[C:9]2([c:38]3[cH:39][cH:40][cH:41][cH:42][cH:43]3)[CH:10]([O:21][CH:22]([CH3:23])[c:24]3[cH:25][c:26]([C:34]([F:35])([F:36])[F:37])[cH:27][c:28]([C:30]([F:31])([F:32])[F:33])[cH:29]3)[CH2:11][CH2:12][CH:13]1[CH:14]([n:16]1[cH:17][n:18][n:19][cH:20]1)[CH2:15]2. Reactants: C[C@]12C(C([C@H](CC1)C2(C)C)=O)=O ((1S,4R)-1,7,7-trimethyl-bicyclo [2.2.1]heptane-2,3-dione), COP(OC)(=O)CC(=O)C1=C(C=C(C=C1)F)Cl ([2-(2-Chloro-4-fluoro-phenyl)-2-oxo-ethyl]-phosphonic acid dimethyl ester), O.NN (hydrazine monohydrate). Yields the product ClC1=C(C=CC(=C1)F)C1=NN=C2[C@]3(CC[C@@H](C2=C1)C3(C)C)C ((1S,8R)-5-(2-Chloro-4-fluoro-phenyl)-1,11,11-trimethyl-3,4-diaza-tricyclo[6.2.1.02,7]undeca-2,4,6-triene). As a reaction SMILES: [CH3:1][C@@:2]12[C:8]([CH3:10])([CH3:9])[C@@H:5]([CH2:6][CH2:7]1)[C:4](=O)[C:3]2=O.COP([CH2:19][C:20]([C:22]1[CH:27]=[CH:26][C:25]([F:28])=[CH:24][C:23]=1[Cl:29])=O)(=O)OC.O.[NH2:31][NH2:32]>>[Cl:29][C:23]1[CH:24]=[C:25]([F:28])[CH:26]=[CH:27][C:22]=1[C:20]1[CH:19]=[C:4]2[C:3]([C@:2]3([CH3:1])[C:8]([CH3:10])([CH3:9])[C@H:5]2[CH2:6][CH2:7]3)=[N:32][N:31]=1 |f:2.3|. Procedure details: yellow solid. MS (EI): 316.0 (M+). Prepared from (1S,4R)-1,7,7-trimethyl-bicyclo [2.2.1]heptane-2,3-dione, [2-(2-Chloro-4-fluoro-phenyl)-2-oxo-ethyl]-phosphonic acid dimethyl ester, hydrazine monohydrate. Reactants: COc1ccc(P2(=S)SP(=S)(c3ccc(OC)cc3)S2)cc1, CC(C(N)=O)N1C(=O)c2ccc(OCc3ccc(F)cc3)cc2C1=O, C1CCOC1. Yields the product CC(C(N)=S)N1C(=O)c2ccc(OCc3ccc(F)cc3)cc2C1=O. RXN SMILES: [CH3:26][O:27][c:28]1[cH:29][cH:30][c:31]([P:32]2(=[S:35])[S:33][P:34]([c:36]3[cH:37][cH:38][c:39]([O:40][CH3:41])[cH:42][cH:43]3)(=[S:44])[S:45]2)[cH:46][cH:47]1.[F:1][c:2]1[cH:3][cH:4][c:5]([CH2:6][O:7][c:8]2[cH:9][c:10]3[c:14]([cH:15][cH:16]2)[C:13](=[O:17])[N:12]([CH:18]([C:19](=[O:20])[NH2:21])[CH3:22])[C:11]3=[O:23])[cH:24][cH:25]1.[O:48]1[CH2:49][CH2:50][CH2:51][CH2:52]1>>[F:1][c:2]1[cH:3][cH:4][c:5]([CH2:6][O:7][c:8]2[cH:9][c:10]3[c:14]([cH:15][cH:16]2)[C:13](=[O:17])[N:12]([CH:18]([C:19]([NH2:21])=[S:35])[CH3:22])[C:11]3=[O:23])[cH:24][cH:25]1.